The task is: describe an organic reaction: reactants, conditions, products, and yield. This data is from the Open Reaction Database (ORD), a public repository of structured organic reaction records. Procedure details: Prepared from 60 mg (0.15 mmol) of 1-cyclopentyl-7-[4-(4-hydroxypiperidin-1-yl)phenylamino]-3,4-dihydro-pyrimido[4,5-d]pyrimidin-2(1H)-one and 66 mg (0.58 mmol) of potassium tert-butoxide in 1.5 mL of DMSO. The crude semi-solid residue is triturated in 15 mL of 2:1 diethyl ether/hexane, and the orange amorphous solid is collected and dried to leave 20 mg (30%) of the title compound: mp>185° C. (dec). Reactants: C1(CCCC1)N1C(NCC=2C1=NC(=NC2)NC2=CC=C(C=C2)N2CCC(CC2)O)=O (1-cyclopentyl-7-[4-(4-hydroxypiperidin-1-yl)phenylamino]-3,4-dihydro-pyrimido[4,5-d]pyrimidin-2(1H)-one), CC(C)([O-])C.[K+] (potassium tert-butoxide). The yield is 32.8%. Product: C1(CCCC1)N1C(N=CC=2C1=NC(=NC2)NC2=CC=C(C=C2)N2CCC(CC2)O)=O (1-Cyclopentyl-7-[4-(4-hydroxypiperidin-1-yl)phenylamino]pyrimido[4,5-d]pyrimidin-2(1H)-one). Reaction SMILES: [CH:1]1([N:6]2[C:11]3=[N:12][C:13]([NH:16][C:17]4[CH:22]=[CH:21][C:20]([N:23]5[CH2:28][CH2:27][CH:26]([OH:29])[CH2:25][CH2:24]5)=[CH:19][CH:18]=4)=[N:14][CH:15]=[C:10]3[CH2:9][NH:8][C:7]2=[O:30])[CH2:5][CH2:4][CH2:3][CH2:2]1.CC(C)([O-])C.[K+]>CS(C)=O>[CH:1]1([N:6]2[C:11]3=[N:12][C:13]([NH:16][C:17]4[CH:18]=[CH:19][C:20]([N:23]5[CH2:28][CH2:27][CH:26]([OH:29])[CH2:25][CH2:24]5)=[CH:21][CH:22]=4)=[N:14][CH:15]=[C:10]3[CH:9]=[N:8][C:7]2=[O:30])[CH2:2][CH2:3][CH2:4][CH2:5]1 |f:1.2|. Solvent: CS(=O)C (DMSO). Reactants: CCOc1cc2c(cc1OC)C(c1ccc(C(=O)O)cc1)=NC1CCN(C)CC21, CC(N)COCc1ccccc1. Product: CCOc1cc2c(cc1OC)C(c1ccc(C(=O)NC(C)COCc3ccccc3)cc1)=NC1CCN(C)CC21. RXN SMILES: [CH2:1]([CH3:2])[O:3][c:4]1[cH:5][c:6]2[c:7]([cH:26][c:27]1[O:28][CH3:29])[C:8]([c:17]1[cH:18][cH:19][c:20]([C:21](=[O:22])[OH:23])[cH:24][cH:25]1)=[N:9][CH:10]1[CH2:11][CH2:12][N:13]([CH3:16])[CH2:14][CH:15]21.[CH2:30]([c:31]1[cH:32][cH:33][cH:34][cH:35][cH:36]1)[O:37][CH2:38][CH:39]([CH3:40])[NH2:41]>>[CH2:1]([CH3:2])[O:3][c:4]1[cH:5][c:6]2[c:7]([cH:26][c:27]1[O:28][CH3:29])[C:8]([c:17]1[cH:18][cH:19][c:20]([C:21](=[O:23])[NH:41][CH:39]([CH2:38][O:37][CH2:30][c:31]3[cH:32][cH:33][cH:34][cH:35][cH:36]3)[CH3:40])[cH:24][cH:25]1)=[N:9][CH:10]1[CH2:11][CH2:12][N:13]([CH3:16])[CH2:14][CH:15]21. RXN SMILES: [CH2:19]([C:20]#[CH:21])[NH2:22].[CH2:1]([CH:2]=[CH2:3])[NH:4][c:5]1[n:6][c:7]([Cl:18])[n:8][c:9]2[cH:10][cH:11][c:12]([N+:15](=[O:16])[O-:17])[cH:13][c:14]12.[OH2:23]>>[CH2:1]([CH:2]=[CH2:3])[NH:4][c:5]1[n:6][c:7]([NH:22][CH2:19][C:20]#[CH:21])[n:8][c:9]2[cH:10][cH:11][c:12]([N+:15](=[O:16])[O-:17])[cH:13][c:14]12. Product: C#CCNc1nc(NCC=C)c2cc([N+](=O)[O-])ccc2n1. Reactants: C#CCN, C=CCNc1nc(Cl)nc2ccc([N+](=O)[O-])cc12, O.